The task is: describe an organic reaction: reactants, conditions, products, and yield. This data is from the Open Reaction Database (ORD), a public repository of structured organic reaction records. Reactants: ClCCl (dichloromethane), CC(=O)OCC1=C(N2[C@@H]([C@@H](C2=O)N)SC1)C(=O)O (7-ACA), S(O)(O)(=O)=O (sulfuric acid). Run in CO (methanol). Run at time 1.75 hour. Yields the product desired product, NC1[C@@H]2N(C(=C(CS2)COC)C(=O)O)C1=O (7-amino-3-methoxymethyl-3-cephem-4-carboxylic acid). As a reaction SMILES: ClCCl.C[C:5]([O:7][CH2:8][C:9]1[CH2:18][S:17][C@@H:12]2[C@H:13]([NH2:16])[C:14](=[O:15])[N:11]2[C:10]=1[C:19]([OH:21])=[O:20])=O.S(=O)(=O)(O)O>CO>[NH2:16][CH:13]1[C:14](=[O:15])[N:11]2[C:10]([C:19]([OH:21])=[O:20])=[C:9]([CH2:8][O:7][CH3:5])[CH2:18][S:17][C@H:12]12. Procedure details: To 10 ml of dichloromethane were added 1.41 g of 7-ACA, 2.1 ml of concentrated sulfuric acid and 1.05 ml of methanol. The reaction was conducted at 0° C. for 1.75 hours. After completion of the reaction, substantially the same procedure as in Example 1 was repeated, to thereby obtain the desired product, namely 7-amino-3-methoxymethyl-3-cephem-4-carboxylic acid. The amount of the desired product was 0.27 g. The yield of the desired product was 21%. Starting materials: CC(=O)O[BH-](OC(C)=O)OC(C)=O, COc1cc(Nc2ncc3c(n2)C(c2ccccc2)CNC3)ccc1-n1cnc(C)c1, CC(=O)O, CC=O, Cl, [Na+], C1CCOC1. Product: CCN1Cc2cnc(Nc3ccc(-n4cnc(C)c4)c(OC)c3)nc2C(c2ccccc2)C1. RXN SMILES: [C:40]([O:41][BH-:42]([O:43][C:44](=[O:45])[CH3:46])[O:47][C:48](=[O:49])[CH3:50])(=[O:51])[CH3:52].[CH3:2][O:3][c:4]1[cH:5][c:6]([NH:16][c:17]2[n:18][cH:19][c:20]3[c:21]([n:22]2)[CH:23]([c:27]2[cH:28][cH:29][cH:30][cH:31][cH:32]2)[CH2:24][NH:25][CH2:26]3)[cH:7][cH:8][c:9]1-[n:10]1[cH:11][n:12][c:13]([CH3:15])[cH:14]1.[CH3:36][C:37](=[O:38])[OH:39].[CH:33]([CH3:34])=[O:35].[ClH:1].[Na+:53].[O:54]1[CH2:55][CH2:56][CH2:57][CH2:58]1>>[CH3:2][O:3][c:4]1[cH:5][c:6]([NH:16][c:17]2[n:18][cH:19][c:20]3[c:21]([n:22]2)[CH:23]([c:27]2[cH:28][cH:29][cH:30][cH:31][cH:32]2)[CH2:24][N:25]([CH2:33][CH3:34])[CH2:26]3)[cH:7][cH:8][c:9]1-[n:10]1[cH:11][n:12][c:13]([CH3:15])[cH:14]1. Starting materials: FC(F)(F)c1cncc(Br)c1, O=C([O-])[O-], CCOC(=O)c1c(C)n[nH]c1C, CCOC(C)=O, [Cs+], [Cs+], I[Cu]I. The product is CCOC(=O)c1c(C)nn(-c2cncc(C(F)(F)F)c2)c1C. RXN SMILES: [Br:13][c:14]1[cH:15][n:16][cH:17][c:18]([C:20]([F:21])([F:22])[F:23])[cH:19]1.[C:24](=[O:25])([O-:26])[O-:27].[CH2:1]([CH3:2])[O:3][C:4](=[O:5])[c:6]1[c:7]([CH3:12])[n:8][nH:9][c:10]1[CH3:11].[CH3:30][CH2:31][O:32][C:33]([CH3:34])=[O:35].[Cs+:28].[Cs+:29].[Cu:36]([I:37])[I:38]>>[CH2:1]([CH3:2])[O:3][C:4](=[O:5])[c:6]1[c:7]([CH3:12])[n:8][n:9](-[c:14]2[cH:15][n:16][cH:17][c:18]([C:20]([F:21])([F:22])[F:23])[cH:19]2)[c:10]1[CH3:11]. Reactants: C(C1=CC=CC=C1)ONC(=O)[C@@H]1N(C[C@H]1CC)C(C1=CC(=C(C(=C1)CCC)OC)OC)=O ((+)-trans-1-(3,4-dimethoxy-5-propylbenzoyl)-3-ethylazetidine-2-carboxylic acid benzyloxyamide), [H][H] (hydrogen). Yields the product ONC(=O)[C@@H]1N(C[C@H]1CC)C(C1=CC(=C(C(=C1)CCC)OC)OC)=O ((+)-trans-1-(3,4-Dimethoxy-5-propylbenzoyl)-3-ethylazetidine-2-carboxylic acid hydroxyamide). Isolated yield 90.0%. Reaction SMILES: C([O:8][NH:9][C:10]([C@H:12]1[C@H:15]([CH2:16][CH3:17])[CH2:14][N:13]1[C:18](=[O:32])[C:19]1[CH:24]=[C:23]([CH2:25][CH2:26][CH3:27])[C:22]([O:28][CH3:29])=[C:21]([O:30][CH3:31])[CH:20]=1)=[O:11])C1C=CC=CC=1.[H][H]>>[OH:8][NH:9][C:10]([C@H:12]1[C@H:15]([CH2:16][CH3:17])[CH2:14][N:13]1[C:18](=[O:32])[C:19]1[CH:24]=[C:23]([CH2:25][CH2:26][CH3:27])[C:22]([O:28][CH3:29])=[C:21]([O:30][CH3:31])[CH:20]=1)=[O:11]. Procedure: (+)-trans-1-(3,4-Dimethoxy-5-propylbenzoyl)-3-ethylazetidine-2-carboxylic acid hydroxyamide was prepared from (+)-trans-1-(3,4-dimethoxy-5-propylbenzoyl)-3-ethylazetidine-2-carboxylic acid benzyloxyamide by following Method H in 90% yield. The reaction was conducted at room temperature using a balloon of hydrogen for 1 h. ESMS: 351.6 [M+H]. 1H NMR (300 MHz, CD3OD): 6.93 (s, 1H), 6.90 (s, 1H), 4.80 (m, 1H), 4.48 (m, 1H), 4.32 (m, 1H), 3.75 (s, 3H), 3.71 (s, 3H), 2.62 (m, 1H), 2.49 (t, 2H), 1.85 (... The reactants are C(CCCC)C1=CC=C(CN)C=C1 (4-pentylbenzylamine), NC1=CC2=C(OC(OC2=O)(C)C)C=C1 (6-amino-2,2-dimethyl-4H-1,3-benzodioxin-4-one), ClCC=1N=C(SC1)C1=CC=C(C(=O)Cl)C=C1 (4-[4-(chloromethyl)-1,3-thiazol-2-yl]benzoyl chloride), CC(=CC(=O)Cl)C (3-methylbut-2-enoyl chloride). Product: OC1=C(C(=O)O)C=C(C=C1)N(CC=1N=C(SC1)C1=CC=C(C=C1)C(=O)NCC1=CC=C(C=C1)CCCCC)C(C=C(C)C)=O (2-hydroxy-5-((3-methylbut-2-enoyl){[2-(4-{[(4-pentylbenzyl)amino]-carbonyl}phenyl)-1,3-thiazol-4-yl]methyl}amino)benzoic acid). As a reaction SMILES: [CH2:1]([C:6]1[CH:13]=[CH:12][C:9]([CH2:10][NH2:11])=[CH:8][CH:7]=1)[CH2:2][CH2:3][CH2:4][CH3:5].Cl[CH2:15][C:16]1[N:17]=[C:18]([C:21]2[CH:29]=[CH:28][C:24]([C:25](Cl)=[O:26])=[CH:23][CH:22]=2)[S:19][CH:20]=1.[CH3:30][C:31]([CH3:36])=[CH:32][C:33](Cl)=[O:34].[NH2:37][C:38]1[CH:50]=[CH:49][C:41]2[O:42]C(C)(C)[O:44][C:45](=[O:46])[C:40]=2[CH:39]=1>>[OH:42][C:41]1[CH:49]=[CH:50][C:38]([N:37]([C:33](=[O:34])[CH:32]=[C:31]([CH3:36])[CH3:30])[CH2:15][C:16]2[N:17]=[C:18]([C:21]3[CH:29]=[CH:28][C:24]([C:25]([NH:11][CH2:10][C:9]4[CH:12]=[CH:13][C:6]([CH2:1][CH2:2][CH2:3][CH2:4][CH3:5])=[CH:7][CH:8]=4)=[O:26])=[CH:23][CH:22]=3)[S:19][CH:20]=2)=[CH:39][C:40]=1[C:45]([OH:46])=[O:44]. Procedure details: The title compound was prepared following the procedure A using 4-pentylbenzylamine, 4-[4-(chloromethyl)-1,3-thiazol-2-yl]benzoyl chloride, 3-methylbut-2-enoyl chloride and 6-amino-2,2-dimethyl-4H-1,3-benzodioxin-4-one. M+(ESI): 612.3 Reactants: NC1[C@@H]2N(C(=C(CS2)CO)C(=O)O)C1=O (7-amino-3-hydroxymethyl-3-cephem-4-carboxylic acid), C[Si](C)(C)CC(=O)N (trimethylsilylacetamide), P(=O)(Cl)(Cl)Cl (phosphoryl chloride), C(=O)NC=1SC(=C(N1)C(C(=O)O)=NOC)Br (2-(2-formamido-5-bromothiazol-4-yl)-2-methoxyiminoacetic acid), C([O-])(O)=O.[Na+] (sodium bicarbonate). The solvent is CO (Methanol), C(C)(=O)OCC (ethyl acetate), C(C)(=O)OCC (ethyl acetate), CN(C=O)C (dimethylformamide). The product is C(=O)NC=1SC(=C(N1)C(C(=O)NC1[C@@H]2N(C(=C(CS2)CO)C(=O)[O-])C1=O)=NOC)Br.[Na+] (sodium 7-[2-(2-formamido-5-bromothiazol-4-yl)-2-methoxyiminoacetamido]-3-hydroxymethyl-3-cephem-4-carboxylate). Yield: 43.2%. As a reaction SMILES: [NH2:1][CH:2]1[C:14](=[O:15])[N:4]2[C:5]([C:11]([OH:13])=[O:12])=[C:6]([CH2:9][OH:10])[CH2:7][S:8][C@H:3]12.C[Si](CC(N)=O)(C)C.P(Cl)(Cl)(Cl)=O.[CH:29]([NH:31][C:32]1[S:33][C:34]([Br:44])=[C:35]([C:37](=[N:41][O:42][CH3:43])[C:38](O)=[O:39])[N:36]=1)=[O:30].C(=O)(O)[O-].[Na+:49]>C(OCC)(=O)C.CO.CN(C)C=O>[CH:29]([NH:31][C:32]1[S:33][C:34]([Br:44])=[C:35]([C:37](=[N:41][O:42][CH3:43])[C:38]([NH:1][CH:2]2[C:14](=[O:15])[N:4]3[C:5]([C:11]([O-:13])=[O:12])=[C:6]([CH2:9][OH:10])[CH2:7][S:8][C@H:3]23)=[O:39])[N:36]=1)=[O:30].[Na+:49] |f:4.5,9.10|. Procedure details: A solution of 7-amino-3-hydroxymethyl-3-cephem-4-carboxylic acid (2.5 g.) and trimethylsilylacetamide (10.6 g.) in dry ethyl acetate (60 ml.) and a mixture of dimethylformamide (0.75 ml.), phosphoryl chloride (0.88 ml.), 2-(2-formamido-5-bromothiazol-4-yl)-2-methoxyiminoacetic acid (syn isomer, 2.5 g.) and dry ethyl acetate (7.0 ml.) were stirred at -20° to -10° C. for an hour. The reaction mixture was added to aqueous solution (50 ml.) of sodium bicarbonate (3.3 g.), under ice-cooling. Methanol... The reactants are O=P12OP3(=O)OP(=O)(O1)OP(=O)(O2)O3 (P2O5), C(C1=CC=CC=C1)(=O)C1=C(C=CC(=C1)F)NC(=O)N1C=NC=C1 (N-(2-benzoyl-4-fluorophenyl)-1H-imidazole-1-carboxamide), FC(CN)(F)F (2,2,2-trifluoroethylamine), C(CC(O)(C(=O)O)CC(=O)O)(=O)O (citric acid). Run in C1CCOC1 (THF), C(CCC)Cl (Butyl chloride). Reaction conditions: temperature 50 celsius, time 19 hour. Product: FC=1C=C2C(N(C(NC2=CC1)=O)CC(F)(F)F)(C1=CC=CC=C1)O (6-fluoro-4-hydroxy-4-phenyl-3-(2,2,2-trifluoroethyl)-3,4-dihydroquinazolin-2(1H)-one). Reaction SMILES: [C:1]([C:9]1[CH:14]=[C:13]([F:15])[CH:12]=[CH:11][C:10]=1[NH:16][C:17](N1C=CN=C1)=[O:18])(=[O:8])[C:2]1[CH:7]=[CH:6][CH:5]=[CH:4][CH:3]=1.[F:24][C:25]([F:29])([F:28])[CH2:26][NH2:27].C(O)(=O)CC(CC(O)=O)(C(O)=O)O.O=P12OP3(OP(OP(O3)(O1)=O)(=O)O2)=O>C1COCC1.C(Cl)CCC>[F:15][C:13]1[CH:14]=[C:9]2[C:10](=[CH:11][CH:12]=1)[NH:16][C:17](=[O:18])[N:27]([CH2:26][C:25]([F:29])([F:28])[F:24])[C:1]2([OH:8])[C:2]1[CH:3]=[CH:4][CH:5]=[CH:6][CH:7]=1. Procedure: To a suspension of N-(2-benzoyl-4-fluorophenyl)-1H-imidazole-1-carboxamide (30.00 g, 97.00 mmol) in THF (300 mL) was added 2,2,2-trifluoroethylamine (11.53 g, 116.39 mmol). The reaction was heated to 50° C. After 19 h at 50° C., the reaction was cooled to ambient temperature. Butyl chloride (500 mL) and 10% citric acid (250 mL) were added and the reaction stirred vigorously for 40 min. The precipitate was then isolated by vacuum filtration and placed under vacuum alongside P2O5 for 16 h to give ... Starting materials: ClC1=C(C(=O)O)C=CC=C1Cl (2,3-dichlorobenzoic acid), ClC1=CC=C(C=C1)C(CN)N1CCCC1 (2-(4-chlorophenyl)-2-(pyrrolidin-1-yl)ethanamine). Yields the product ClC1=C(C(=O)NCC(N2CCCC2)C2=CC=C(C=C2)Cl)C=CC=C1Cl (2,3-dichloro-N-(2-(4-chlorophenyl)-2-(pyrrolidin-1-yl)ethyl)benzamide). As a reaction SMILES: [Cl:1][C:2]1[C:10]([Cl:11])=[CH:9][CH:8]=[CH:7][C:3]=1[C:4]([OH:6])=O.[Cl:12][C:13]1[CH:18]=[CH:17][C:16]([CH:19]([N:22]2[CH2:26][CH2:25][CH2:24][CH2:23]2)[CH2:20][NH2:21])=[CH:15][CH:14]=1>>[Cl:1][C:2]1[C:10]([Cl:11])=[CH:9][CH:8]=[CH:7][C:3]=1[C:4]([NH:21][CH2:20][CH:19]([C:16]1[CH:15]=[CH:14][C:13]([Cl:12])=[CH:18][CH:17]=1)[N:22]1[CH2:26][CH2:25][CH2:24][CH2:23]1)=[O:6]. Procedure: From 2,3-dichlorobenzoic acid and 2-(4-chlorophenyl)-2-(pyrrolidin-1-yl)ethanamine. Reactants: L-piperidin-2-ylcarboxylic acid, C1(C=CC2=CC=CC=C12)CC(=O)Cl (2-indenylacetyl chloride), N1[C@H](C(=O)O)CSC1 (L-thioproline), C1(CCC2=CC=CC=C12)CC(=O)Cl (2-indanylacetyl chloride). The product is C1(C=CC2=CC=CC=C12)CC(=O)C1[C@H](NCS1)C(=O)O (3-(2-indenylacetyl)-L-thioproline). Isolated yield 44.0%. As a reaction SMILES: [CH:1]1([CH2:10][C:11](Cl)=[O:12])[C:9]2[C:4](=[CH:5][CH:6]=[CH:7][CH:8]=2)[CH:3]=[CH:2]1.[NH:14]1[CH2:21][S:20][CH2:19][C@H:15]1[C:16]([OH:18])=[O:17].C1(CC(Cl)=O)C2C(=CC=CC=2)CC1>>[CH:1]1([CH2:10][C:11]([CH:19]2[S:20][CH2:21][NH:14][C@@H:15]2[C:16]([OH:18])=[O:17])=[O:12])[C:9]2[C:4](=[CH:5][CH:6]=[CH:7][CH:8]=2)[CH:3]=[CH:2]1. Procedure: Colorless crystals of 3-(2-indenylacetyl)-L-thioproline were prepared in the same manner as Reference Example 10, except that 2-indenylacetyl chloride and L-thioproline were used instead of 2-indanylacetyl chloride and L-piperidin-2-ylcarboxylic acid, respectively (yield: 44%). Starting materials: solution, O=C1C(O)=C([O-])[C@H](O1)[C@@H](O)CO.[Na+] (sodium ascorbate), solution, [Li]C(C)(C)C (tBuLi), CCCCC (pentane), C1(=CC=CC=C1)C(C=1SC=CN1)O[Si](C)(C)C (2-[phenyl(trimethylsilyloxy)methyl]thiazole), BrC=1C=NC(=NC1)Cl (5-bromo-2-chloropyrimidine), ClC=1C(C(=C(C(C1Cl)=O)C#N)C#N)=O (2,3-dichloro-5,6-dicyano-1,4-benzoquinone). Run in aqueous solution, C(=O)([O-])[O-].[Na+].[Na+] (Na2CO3), C1CCOC1 (THF). Run at temperature -78 celsius, time 30 minute. The product is BrC=1C(=NC(=NC1)Cl)C1=CN=C(S1)C(O[Si](C)(C)C)C1=CC=CC=C1 (5-Bromo-2-chloro-4-{2-[phenyl(trimethylsilyloxy)methyl]-thiazol-5-yl}pyrimidine). RXN SMILES: [Li]C(C)(C)C.CCCCC.[C:11]1([CH:17]([O:23][Si:24]([CH3:27])([CH3:26])[CH3:25])[C:18]2[S:19][CH:20]=[CH:21][N:22]=2)[CH:16]=[CH:15][CH:14]=[CH:13][CH:12]=1.[Br:28][C:29]1[CH:30]=[N:31][C:32]([Cl:35])=[N:33][CH:34]=1.ClC1C(=O)C(C#N)=C(C#N)C(=O)C=1Cl.O=C1O[C@H]([C@H](CO)O)C([O-])=C1O.[Na+]>C1COCC1.C([O-])([O-])=O.[Na+].[Na+]>[Br:28][C:29]1[C:30]([C:20]2[S:19][C:18]([CH:17]([C:11]3[CH:12]=[CH:13][CH:14]=[CH:15][CH:16]=3)[O:23][Si:24]([CH3:27])([CH3:26])[CH3:25])=[N:22][CH:21]=2)=[N:31][C:32]([Cl:35])=[N:33][CH:34]=1 |f:5.6,8.9.10|. Procedure details: A 1.7 M solution of tBuLi in pentane (1.8 mL, 3.0 mmol) was added to a stirred solution of 0.80 g (3.0 mmol) of 2-[phenyl(trimethylsilyloxy)methyl]thiazole in 25 mL of THF at −78° C. The solution was stirred for 10 min at −78° C. before 0.59 g (3.0 mmol) of 5-bromo-2-chloropyrimidine was added. The reaction solution was stirred for 30 min at −78° C., then quenched by addition of 1 mL of AcOH in 4 mL of MeOH. Solid 2,3-dichloro-5,6-dicyano-1,4-benzoquinone (1.4 g, 6.1 mmol) was added and the reac...